From a dataset of the Open Reaction Database (ORD), a public repository of structured organic reaction records. describe an organic reaction: reactants, conditions, products, and yield Starting materials: CC(=O)O[BH-](OC(C)=O)OC(C)=O, CC(Cl)Cl, [Na+], O=C1CCC2(CC1)OCCO2, CC(N)c1ccccc1. Product: CC(NC1CCC2(CC1)OCCO2)c1ccccc1. As a reaction SMILES: [C:21]([O:22][BH-:23]([O:24][C:25](=[O:26])[CH3:27])[O:28][C:29](=[O:30])[CH3:31])(=[O:32])[CH3:33].[Cl:35][CH:36]([Cl:37])[CH3:38].[Na+:34].[O:1]1[CH2:2][CH2:3][O:4][C:5]12[CH2:6][CH2:7][C:8](=[O:11])[CH2:9][CH2:10]2.[c:12]1([CH:18]([CH3:19])[NH2:20])[cH:13][cH:14][cH:15][cH:16][cH:17]1>>[O:1]1[CH2:2][CH2:3][O:4][C:5]12[CH2:6][CH2:7][CH:8]([NH:20][CH:18]([c:12]1[cH:13][cH:14][cH:15][cH:16][cH:17]1)[CH3:19])[CH2:9][CH2:10]2. The reactants are CN(S(=O)(=O)C1=C(C=CC(=C1)N)Cl)C (N,N-dimethyl-2-chloro-5-aminobenzenesulfonamide), C(=O)(Cl)Cl (phosgene), isocyanates. Run in C(C)(=O)OCC (ethyl acetate). Product: CN(S(=O)(=O)C1=C(C=CC(=C1)N=C=O)Cl)C (N,N-dimethyl-2-chloro-5-isocyanatobenzenesulfonamide). RXN SMILES: [CH3:1][N:2]([CH3:14])[S:3]([C:6]1[CH:11]=[C:10]([NH2:12])[CH:9]=[CH:8][C:7]=1[Cl:13])(=[O:5])=[O:4].[C:15](Cl)(Cl)=[O:16]>C(OCC)(=O)C>[CH3:1][N:2]([CH3:14])[S:3]([C:6]1[CH:11]=[C:10]([N:12]=[C:15]=[O:16])[CH:9]=[CH:8][C:7]=1[Cl:13])(=[O:5])=[O:4]. Reported procedure: 50 g of N,N-dimethyl-2-chloro-5-aminobenzenesulfonamide (Example A-3 above) was treated with an excess of phosgene in ethyl acetate as is generally described in "Organic Functional Group Preparations" by S. R. Sandler and W. Karo on pages 364-365 (Academic Press, N.Y., 1983) (preparation of organic isocyanates), which disclosure is herein incorporated by reference. 48 g of the title compound was isolated as a tan solid with a melting point of 82°-85° C. Reactants: C1(=CC=CC=C1)C(OC1CCN(CC1)CCCN)C1=CC=CC=C1 (4-(diphenylmethoxy)-1-piperidinepropanamine), ClC1=C(N=C2N1N=C(C=C2)Cl)C(C(=O)OCC)(C)C (ethyl 2-[3,6-dichloroimidazo[1,2-b]pyridazin-2-yl]-2-methylpropionate), C([O-])(O)=O.[Na+] (sodium bicarbonate). The product is Cl.Cl.ClC1=C(N=C2N1N=C(C=C2)NCCCN2CCC(CC2)OC(C2=CC=CC=C2)C2=CC=CC=C2)C(C(=O)OCC)(C)C (ethyl 2-[3-chloro-6-[3-[4-(diphenylmethoxy)piperidino]propylamino]imidazo[1,2-b]pyridazin-2-yl]-2-methylpropionate dihydrochloride). Yield: 152.8%. RXN SMILES: [C:1]1([CH:7]([C:19]2[CH:24]=[CH:23][CH:22]=[CH:21][CH:20]=2)[O:8][CH:9]2[CH2:14][CH2:13][N:12]([CH2:15][CH2:16][CH2:17][NH2:18])[CH2:11][CH2:10]2)[CH:6]=[CH:5][CH:4]=[CH:3][CH:2]=1.[Cl:25][C:26]1[N:30]2[N:31]=[C:32](Cl)[CH:33]=[CH:34][C:29]2=[N:28][C:27]=1[C:36]([CH3:43])([CH3:42])[C:37]([O:39][CH2:40][CH3:41])=[O:38].C(=O)(O)[O-].[Na+]>>[ClH:25].[ClH:25].[Cl:25][C:26]1[N:30]2[N:31]=[C:32]([NH:18][CH2:17][CH2:16][CH2:15][N:12]3[CH2:13][CH2:14][CH:9]([O:8][CH:7]([C:1]4[CH:2]=[CH:3][CH:4]=[CH:5][CH:6]=4)[C:19]4[CH:24]=[CH:23][CH:22]=[CH:21][CH:20]=4)[CH2:10][CH2:11]3)[CH:33]=[CH:34][C:29]2=[N:28][C:27]=1[C:36]([CH3:42])([CH3:43])[C:37]([O:39][CH2:40][CH3:41])=[O:38] |f:2.3,4.5.6|. Procedure: 2.56 g of 4-(diphenylmethoxy)-1-piperidinepropanamine and 1.19 g of ethyl 2-[3,6-dichloroimidazo[1,2-b]pyridazin-2-yl]-2-methylpropionate were stirred at 160° C. for 3 hours. After cooling, aqueous sodium bicarbonate was added, followed by extraction with ethyl acetate; the extract was washed with saturated saline and dried with magnesium sulfate. The dry product was concentrated under reduced pressure; the residue was subjected to silica gel column chromatography and eluted with ethyl acetate:m... Starting materials: COC1=C(CN2CCNCC2)C=CC(=C1OC)OC (1-(2,3,4-trimethoxybenzyl)piperazine), OC=1C=CC2=C(OC(=CO2)C(=O)O)C1 (7-hydroxy-1,4-benzodioxin-2-carboxylic acid). Product: OC=1C=CC2=C(OC(=CO2)C(=O)N2CCN(CC2)CC2=C(C(=C(C=C2)OC)OC)OC)C1 (7-HYDROXY-2-[4-(2,3,4-TRIMETHOXYBENZYL)PIPERAZIN-1-YLCARBONYL]-1,4-BENZODIOXIN). The yield is 73.0%. Reaction SMILES: [CH3:1][O:2][C:3]1[C:15]([O:16][CH3:17])=[C:14]([O:18][CH3:19])[CH:13]=[CH:12][C:4]=1[CH2:5][N:6]1[CH2:11][CH2:10][NH:9][CH2:8][CH2:7]1.[OH:20][C:21]1[CH:22]=[CH:23][C:24]2[O:29][CH:28]=[C:27]([C:30](O)=[O:31])[O:26][C:25]=2[CH:33]=1>>[OH:20][C:21]1[CH:22]=[CH:23][C:24]2[O:29][CH:28]=[C:27]([C:30]([N:9]3[CH2:10][CH2:11][N:6]([CH2:5][C:4]4[CH:12]=[CH:13][C:14]([O:18][CH3:19])=[C:15]([O:16][CH3:17])[C:3]=4[O:2][CH3:1])[CH2:7][CH2:8]3)=[O:31])[O:26][C:25]=2[CH:33]=1. Procedure: That compound is obtained in a yield of 73% starting from 1-(2,3,4-trimethoxybenzyl)piperazine and 7-hydroxy-1,4-benzodioxin-2-carboxylic acid. Starting materials: ClC1=CC=CC=2C(C3=C(C=CC=C3C(C12)=O)Cl)=O (1,5-dichloro-9,10-anthracenedione), N(N)CCNCCO (2-[(hydrazinoethyl)amino]ethanol), C([O-])(O)=O.[K+] (potassium bicarbonate), [F-].[K+] (potassium fluoride). Run in CS(=O)C (dimethyl sulfoxide). Reaction conditions: temperature 70 celsius, time 8 hour. Product: OCCNCCN1N=C2C3=C1C=CC=C3C(C3=C(C=CC=C32)NCCNCCO)=O (2-[2-[(2-Hydroxyethyl)amino]ethyl]-7-[[2-[(2-hydroxyethyl)amino]ethyl]amino]anthra[1,9-cd]pyrazol-6-(2H)-one). Yield: 15.9%. Reaction SMILES: Cl[C:2]1[C:15]2[C:14](=O)[C:13]3[C:8](=[C:9](Cl)[CH:10]=[CH:11][CH:12]=3)[C:7](=[O:18])[C:6]=2[CH:5]=[CH:4][CH:3]=1.[NH:19]([CH2:21][CH2:22][NH:23][CH2:24][CH2:25][OH:26])[NH2:20].[C:27](=[O:30])(O)[O-].[K+].[F-].[K+]>CS(C)=O>[OH:26][CH2:25][CH2:24][NH:23][CH2:22][CH2:21][N:19]1[C:2]2[CH:3]=[CH:4][CH:5]=[C:6]3[C:7](=[O:18])[C:8]4[C:13]([C:14]([C:15]=23)=[N:20]1)=[CH:12][CH:11]=[CH:10][C:9]=4[NH:19][CH2:21][CH2:22][NH:23][CH2:24][CH2:27][OH:30] |f:2.3,4.5|. Reported procedure: A mixture of 11.1 g (40 mmol) of 1,5-dichloro-9,10-anthracenedione, 13.1 g (110 mmol) of 2-[(hydrazinoethyl)amino]ethanol, 4 g of anhydrous potassium bicarbonate, 1 g of anhydrous potassium fluoride, and 110 ml of dimethyl sulfoxide is stirred at 70° C. overnight. The mixture is chilled and the solids are collected by filtration, washed with water, then thoroughly with acetonitrile to give a residue that is crystallized from 2-propanol to leave 2.6 g of product. The hydrochloride salt is prepare... The yield is 94.7%. Starting materials: N(=[N+]=[N-])CC1(CS(C1)(=O)=O)CN=[N+]=[N-] (3,3-bis-azidomethyl-thietane 1,1-dioxide). Procedure: A solution of 3,3-bis-azidomethyl-thietane 1,1-dioxide (1.0 g, 4.63 mmol) in methanol (10 mL) was stirred in the presence of 10% palladium on carbon (0.2 g) under hydrogen atmosphere overnight. The resulting reaction mixture was filtered and the filtrate was concentrated in vacuo to afford 720 mg of the desired product. The solvent is CO (methanol). RXN SMILES: [N:1]([CH2:4][C:5]1([CH2:11][N:12]=[N+]=[N-])[CH2:8][S:7](=[O:10])(=[O:9])[CH2:6]1)=[N+]=[N-]>CO.[Pd]>[O:9]=[S:7]1(=[O:10])[CH2:8][C:5]([CH2:11][NH2:12])([CH2:4][NH2:1])[CH2:6]1. The reagents and catalysts are [Pd] (palladium on carbon). Product: O=S1(CC(C1)(CN)CN)=O ((1,1-Dioxidothietane-3,3-diyl)dimethanamine). The reactants are CCNC(=O)C1OC(n2cnc3c(NCC(c4ccccc4)c4ccccc4)nc(N4CCC(N)C4)nc32)C(O)C1O, CO, O=C(O)C(F)(F)F, O=C(NCc1cccc(O)c1)Oc1ccccc1. Yields the product CCNC(=O)C1OC(n2cnc3c(NCC(c4ccccc4)c4ccccc4)nc(N4CCC(NC(=O)NCc5cccc(O)c5)C4)nc32)C(O)C1O. Reaction SMILES: [CH2:8]([CH3:9])[NH:10][C:11](=[O:12])[CH:13]1[O:14][CH:15]([n:20]2[c:21]3[n:22][c:23]([N:44]4[CH2:45][CH:46]([NH2:49])[CH2:47][CH2:48]4)[n:24][c:25]([NH:29][CH2:30][CH:31]([c:32]4[cH:33][cH:34][cH:35][cH:36][cH:37]4)[c:38]4[cH:39][cH:40][cH:41][cH:42][cH:43]4)[c:26]3[n:27][cH:28]2)[CH:16]([OH:19])[CH:17]1[OH:18].[CH3:68][OH:69].[F:1][C:2]([F:3])([F:4])[C:5]([OH:6])=[O:7].[c:50]1([O:56][C:57](=[O:51])[NH:58][CH2:59][c:60]2[cH:61][c:62]([OH:66])[cH:63][cH:64][cH:65]2)[cH:52][cH:53][cH:54][cH:55][cH:67]1>>[CH2:8]([CH3:9])[NH:10][C:11](=[O:12])[CH:13]1[O:14][CH:15]([n:20]2[c:21]3[n:22][c:23]([N:44]4[CH2:45][CH:46]([NH:49][C:57](=[O:56])[NH:58][CH2:59][c:60]5[cH:61][c:62]([OH:66])[cH:63][cH:64][cH:65]5)[CH2:47][CH2:48]4)[n:24][c:25]([NH:29][CH2:30][CH:31]([c:32]4[cH:33][cH:34][cH:35][cH:36][cH:37]4)[c:38]4[cH:39][cH:40][cH:41][cH:42][cH:43]4)[c:26]3[n:27][cH:28]2)[CH:16]([OH:19])[CH:17]1[OH:18].